Dataset: the Open Reaction Database (ORD), a public repository of structured organic reaction records. Task: describe an organic reaction: reactants, conditions, products, and yield Starting materials: C[Al](C)C, COc1cc(CCc2cc(N)[nH]n2)cc(OC)c1, Cc1ccccc1, COC(=O)c1cnc(N2CCCN(C3CC3)CC2)nc1. The product is COc1cc(CCc2cc(NC(=O)c3cnc(N4CCCN(C5CC5)CC4)nc3)[nH]n2)cc(OC)c1. Reaction SMILES: [CH3:1][Al:2]([CH3:3])[CH3:4].[CH3:25][O:26][c:27]1[cH:28][c:29]([CH2:35][CH2:36][c:37]2[cH:38][c:39]([NH2:42])[nH:40][n:41]2)[cH:30][c:31]([O:33][CH3:34])[cH:32]1.[CH3:43][c:44]1[cH:45][cH:46][cH:47][cH:48][cH:49]1.[CH:5]1([N:8]2[CH2:9][CH2:10][N:11]([c:15]3[n:16][cH:17][c:18]([C:21]([O:23][CH3:22])=[O:24])[cH:19][n:20]3)[CH2:12][CH2:13][CH2:14]2)[CH2:6][CH2:7]1>>[CH:5]1([N:8]2[CH2:9][CH2:10][N:11]([c:15]3[n:16][cH:17][c:18]([C:21](=[O:23])[NH:42][c:39]4[cH:38][c:37]([CH2:36][CH2:35][c:29]5[cH:28][c:27]([O:26][CH3:25])[cH:32][c:31]([O:33][CH3:34])[cH:30]5)[n:41][nH:40]4)[cH:19][n:20]3)[CH2:12][CH2:13][CH2:14]2)[CH2:6][CH2:7]1. Starting materials: CO, C[Si](C)(C)C#Cc1ccc(OC2CCCCO2)cc1. Reaction SMILES: [CH3:20][OH:21].[O:1]1[CH:2]([O:7][c:8]2[cH:9][cH:10][c:11]([C:14]#[C:15][Si:16]([CH3:17])([CH3:18])[CH3:19])[cH:12][cH:13]2)[CH2:3][CH2:4][CH2:5][CH2:6]1>>[O:1]1[CH:2]([O:7][c:8]2[cH:9][cH:10][c:11]([C:14]#[CH:15])[cH:12][cH:13]2)[CH2:3][CH2:4][CH2:5][CH2:6]1. The product is C#Cc1ccc(OC2CCCCO2)cc1. Reactants: CC(=O)c1ccncn1, CC(=O)O, CO, NNc1nc2ccccc2[nH]1. The product is CC(=NNc1nc2ccccc2[nH]1)c1ccncn1. As a reaction SMILES: [C:1]([CH3:2])(=[O:3])[c:4]1[n:5][cH:6][n:7][cH:8][cH:9]1.[CH3:21][C:22](=[O:23])[OH:24].[CH3:25][OH:26].[NH:10]([NH2:11])[c:12]1[nH:13][c:14]2[c:15]([n:16]1)[cH:17][cH:18][cH:19][cH:20]2>>[C:1]([CH3:2])([c:4]1[n:5][cH:6][n:7][cH:8][cH:9]1)=[N:11][NH:10][c:12]1[nH:13][c:14]2[c:15]([n:16]1)[cH:17][cH:18][cH:19][cH:20]2. Starting materials: CCC(CC)c1c(Br)c(C)nn2c(-c3sc(Br)nc3C)c(C)nc12, O=C([O-])[O-], C1COCCN1, C1CCOC1, [Cs+], [Cs+]. The product is CCC(CC)c1c(Br)c(C)nn2c(-c3sc(N4CCOCC4)nc3C)c(C)nc12. As a reaction SMILES: [Br:1][c:2]1[c:3]([CH:20]([CH2:21][CH3:22])[CH2:23][CH3:24])[c:4]2[n:5]([n:6][c:7]1[CH3:8])[c:9](-[c:13]1[c:14]([CH3:19])[n:15][c:16]([Br:18])[s:17]1)[c:10]([CH3:12])[n:11]2.[C:31](=[O:32])([O-:33])[O-:34].[CH2:25]1[CH2:26][O:27][CH2:28][CH2:29][NH:30]1.[CH2:37]1[O:38][CH2:39][CH2:40][CH2:41]1.[Cs+:35].[Cs+:36]>>[Br:1][c:2]1[c:3]([CH:20]([CH2:21][CH3:22])[CH2:23][CH3:24])[c:4]2[n:5]([n:6][c:7]1[CH3:8])[c:9](-[c:13]1[c:14]([CH3:19])[n:15][c:16]([N:30]3[CH2:25][CH2:26][O:27][CH2:28][CH2:29]3)[s:17]1)[c:10]([CH3:12])[n:11]2. Starting materials: Cl.C(C)(C)NN (isopropylhydrazine hydrochloride), alcohol, C(C)(C)N(N)C#N (1-isopropyl-cyano-hydrazine), N#CCl (cyanogen chloride), [OH-].[Na+] (sodium hydroxide), C(=O)(Cl)Cl (phosgene). Run in O (water). Conditions: time 1 hour. Product: C(C)(C)N1N=C(N=C1)O (1-isopropyl-3-hydroxy-1,2,4-triazole). Isolated yield 90.0%. RXN SMILES: Cl.C(NN)(C)C.N#CCl.[OH-].[Na+].[CH:12]([N:15]([C:17]#[N:18])[NH2:16])([CH3:14])[CH3:13].[C:19](Cl)(Cl)=[O:20]>O>[CH:12]([N:15]1[CH:17]=[N:18][C:19]([OH:20])=[N:16]1)([CH3:14])[CH3:13] |f:0.1,3.4|. Procedure details: Into a solution of isopropylhydrazine hydrochloride in a mixture of 3 partsof water and one part of alcohol there is introduced, at a temperature of 10° C, an equivalent amount of cyanogen chloride, with a pH-range of 6.5 to 7 being maintained by addition of sodium hydroxide solution and checking with a pH-meter. The duration of the reaction is 1 hour. During the reaction, there precipitates a yellow oil from which there is obtained, by extraction with ether, the crude 1-isopropyl-cyano-hydrazin... Starting materials: C(O)([O-])=O.[Na+] (sodium hydrogen carbonate), IC=1C=NC2=C(C=CC=C2C1)N1CCN(CC1)C (3-Iodo-8-(4-methyl-piperazin-1-yl)-quinoline), BrC=1C=NC2=C(C=CC=C2C1)N1CCN(CC1)C (3-Bromo-8-(4-methyl-piperazin-1-yl)-quinoline), [Na+].C1(=CC=CC=C1)S(=O)(=O)[O-] (phenylsulfonic acid sodium salt), dihydrate. Reagents/catalysts: [Cu]I (copper (I) iodide). The solvent is ClCCl (dichloromethane), CN(C=O)C (N,N-dimethylformamide), CO (methanol). Conditions: temperature 120 celsius, time 40 hour. Yields the product CN1CCN(CC1)C=1C=CC=C2C=C(C=NC12)S(=O)(=O)C1=CC=CC=C1 (8-(4-Methyl-piperazin-1-yl)-3-phenylsulfonylquinoline). Isolated yield 7.0%. Reaction SMILES: I[C:2]1[CH:3]=[N:4][C:5]2[C:10]([CH:11]=1)=[CH:9][CH:8]=[CH:7][C:6]=2[N:12]1[CH2:17][CH2:16][N:15]([CH3:18])[CH2:14][CH2:13]1.BrC1C=NC2C(C=1)=CC=CC=2N1CCN(C)CC1.[Na+].[C:38]1([S:44]([O-])(=[O:46])=[O:45])[CH:43]=[CH:42][CH:41]=[CH:40][CH:39]=1.C(=O)([O-])O.[Na+]>CN(C)C=O.[Cu]I.CO.ClCCl>[CH3:18][N:15]1[CH2:16][CH2:17][N:12]([C:6]2[CH:7]=[CH:8][CH:9]=[C:10]3[C:5]=2[N:4]=[CH:3][C:2]([S:44]([C:38]2[CH:43]=[CH:42][CH:41]=[CH:40][CH:39]=2)(=[O:46])=[O:45])=[CH:11]3)[CH2:13][CH2:14]1 |f:2.3,4.5|. Reported procedure: A 4:1 mixture of 3-iodo-8-(4-methyl-piperazin-1-yl)-quinoline (D2) and 3-bromo-8-(4-methyl-piperazin-1-yl)-quinoline (D1) (1.5 g), phenylsulfonic acid sodium salt, dihydrate (2.52 g, 12.6 mmol) and copper (I) iodide (2.4 g, 12.6 mmol) in N,N-dimethylformamide (25 ml) was stirred in an oil bath at 120° C. for 40 h under argon. To the reaction mixture, cooled to ambient temperature, was added 5% sodium hydrogen carbonate solution (100 ml) and dichloromethane (100 ml) with vigorous shaking. The ins... Reactants: ( w ), [H-].[Na+] (sodium hydride), C(C1=CC=CC=C1)Br (benzyl bromide), C(C1=CC=CC=C1)(C1=CC=CC=C1)(C1=CC=CC=C1)OC[C@@H]1[C@H](CC(OC)O1)O (methyl 2-deoxy-5-O-tritylribofuranoside), ( m ), ( m ), ( m ), ( s ), ( m ), ( m ), ( s ), ( m ), ( s ), ( m ), ( m ), N1=CC=CC=C1 (pyridine), C(C1=CC=CC=C1)Br (benzyl bromide), ( w ). The solvent is O1CCCC1 (tetrahydrofuran), O1CCCC1 (tetrahydrofuran). Conditions: time 4 hour. Yields the product C(C1=CC=CC=C1)O[C@H]1CC(OC)O[C@@H]1COC(C1=CC=CC=C1)(C1=CC=CC=C1)C1=CC=CC=C1 (Methyl 3-O-Benzyl-2-Deoxy-5-O-Tritylribofuranoside). Reaction SMILES: [H-].[Na+].[CH2:3](Br)[C:4]1[CH:9]=[CH:8][CH:7]=[CH:6][CH:5]=1.[C:11]([O:30][CH2:31][C@H:32]1[O:38][CH:35]([O:36][CH3:37])[CH2:34][C@@H:33]1[OH:39])([C:24]1[CH:29]=[CH:28][CH:27]=[CH:26][CH:25]=1)([C:18]1[CH:23]=[CH:22][CH:21]=[CH:20][CH:19]=1)[C:12]1[CH:17]=[CH:16][CH:15]=[CH:14][CH:13]=1.N1C=CC=CC=1>O1CCCC1>[CH2:3]([O:39][C@@H:33]1[C@@H:32]([CH2:31][O:30][C:11]([C:24]2[CH:29]=[CH:28][CH:27]=[CH:26][CH:25]=2)([C:12]2[CH:13]=[CH:14][CH:15]=[CH:16][CH:17]=2)[C:18]2[CH:23]=[CH:22][CH:21]=[CH:20][CH:19]=2)[O:38][CH:35]([O:36][CH3:37])[CH2:34]1)[C:4]1[CH:9]=[CH:8][CH:7]=[CH:6][CH:5]=1 |f:0.1|. Reported procedure: To a stirred mixture of 1.3 g (0.054 mole) of sodium hydride, 10.8 g (7.5 ml, 0.063 mole) of benzyl bromide and 50 ml dry tetrahydrofuran or other aprotic solvent under a dry nitrogen atmosphere were added slowly a solution of 14.8 g (0.038 mole) of crude methyl 2-deoxy-5-O-tritylribofuranoside in 100 ml of dry tetrahydrofuran. After the addition was completed (0.5 hr), the mixture was stirred at ambient temperature for 4 hrs., then at 65°-70° C. for an additional 2 hrs. The mixture was cooled, ... Reactants: C(C1=CC=CC=C1)OC=1C(C=C(OC1)CNS(=O)(=O)C1=CC(=CC=C1)C)=O (N-(5-Benzyloxy-4-oxo-4H-pyran-2-ylmethyl)-3-methyl-benzenesulfonamide), OC=1C(C=C(OC1)CNS(=O)(=O)C1=CC=CC=C1)=O (N-(5-hydroxy-4-oxo-4H-pyran-2-ylmethyl)-benzene sulfonamide). The product is OC=1C(C=C(OC1)CNS(=O)(=O)C1=CC(=CC=C1)C)=O (N-(5-Hydroxy-4-oxo-4H-pyran-2-ylmethyl)-3-methyl-benzenesulfonamide). Yield: 81.5%. Reaction SMILES: C([O:8][C:9]1[C:10](=[O:27])[CH:11]=[C:12]([CH2:15][NH:16][S:17]([C:20]2[CH:25]=[CH:24][CH:23]=[C:22]([CH3:26])[CH:21]=2)(=[O:19])=[O:18])[O:13][CH:14]=1)C1C=CC=CC=1.OC1C(=O)C=C(CNS(C2C=CC=CC=2)(=O)=O)OC=1>>[OH:8][C:9]1[C:10](=[O:27])[CH:11]=[C:12]([CH2:15][NH:16][S:17]([C:20]2[CH:25]=[CH:24][CH:23]=[C:22]([CH3:26])[CH:21]=2)(=[O:19])=[O:18])[O:13][CH:14]=1. Reported procedure: N-(5-Hydroxy-4-oxo-4H-pyran-2-ylmethyl)-3-methyl-benzenesulfonamide (8-04) (15 g, crude) was synthesized as a light brown solid from N-(5-benzyloxy-4-oxo-4H-pyran-2-ylmethyl)-3-methyl-benzenesulfonamide (7-04) (24.0 g, 62.33 mmol) following the procedure described for N-(5-hydroxy-4-oxo-4H-pyran-2-ylmethyl)-benzenesulfonamide (8-01). The reactants are CCOC(C)=O, N#Cc1cc(Oc2c(Cl)ccc(CNC(=O)c3[nH]c(N=[N+]=[N-])nc3Cl)c2F)cc(Cl)n1. Yields the product N#Cc1cc(Oc2c(Cl)ccc(CNC(=O)c3[nH]c(N)nc3Cl)c2F)cc(Cl)n1. Reaction SMILES: [CH3:32][CH2:33][O:34][C:35]([CH3:36])=[O:37].[N:1](=[N+:2]=[N-:3])[c:4]1[nH:5][c:6]([C:10](=[O:11])[NH:12][CH2:13][c:14]2[c:15]([F:31])[c:16]([O:21][c:22]3[cH:23][c:24]([Cl:30])[n:25][c:26]([C:28]#[N:29])[cH:27]3)[c:17]([Cl:20])[cH:18][cH:19]2)[c:7]([Cl:9])[n:8]1>>[NH2:1][c:4]1[nH:5][c:6]([C:10](=[O:11])[NH:12][CH2:13][c:14]2[c:15]([F:31])[c:16]([O:21][c:22]3[cH:23][c:24]([Cl:30])[n:25][c:26]([C:28]#[N:29])[cH:27]3)[c:17]([Cl:20])[cH:18][cH:19]2)[c:7]([Cl:9])[n:8]1. Starting materials: BrC1=NNC2=CC=C(C=C12)[N+](=O)[O-] (3-bromo-5-nitro-1H-indazole), C(OC(C)(C)C)(OC(C)(C)C)=O (di-tert-butyl carbonate), Cl (hydrochloric acid), O (water). Reagents/catalysts: CN(C1=CC=NC=C1)C (4-(dimethylamino)pyridine). Solvent: O1CCCC1 (tetrahydrofuran). Run at time 30 minute. Product: BrC1=NN(C2=CC=C(C=C12)[N+](=O)[O-])C(=O)OC(C)(C)C (tert-Butyl 3-bromo-5-nitro-1H-1-indazolecarboxylate). Reaction SMILES: [Br:1][C:2]1[C:10]2[C:5](=[CH:6][CH:7]=[C:8]([N+:11]([O-:13])=[O:12])[CH:9]=2)[NH:4][N:3]=1.[C:14](=O)([O:20]C(C)(C)C)[O:15][C:16]([CH3:19])([CH3:18])[CH3:17].O.Cl>CN(C)C1C=CN=CC=1.O1CCCC1>[Br:1][C:2]1[C:10]2[C:5](=[CH:6][CH:7]=[C:8]([N+:11]([O-:13])=[O:12])[CH:9]=2)[N:4]([C:14]([O:15][C:16]([CH3:19])([CH3:18])[CH3:17])=[O:20])[N:3]=1. Reported procedure: To a solution of 24.0 g of 3-bromo-5-nitro-1H-indazole and 12.2 g of 4-(dimethylamino)pyridine in 50 ml tetrahydrofuran was added dropwise 23 ml of di-tert-butyl carbonate at room temperature. After stirring at room temperature for 30 minutes, the mixture was added with water, acidified by adding diluted hydrochloric acid and extracted with ethyl acetate. The organic layer was washed with water, dried over anhydrous magnesium sulfate and the solvent was evaporated. The residue was purified and s...